From a dataset of the Open Reaction Database (ORD), a public repository of structured organic reaction records. describe an organic reaction: reactants, conditions, products, and yield Reaction SMILES: [CH2:16]1[CH2:17][NH:18][CH2:19][CH2:20]1.[CH3:12][C:13]([CH3:14])=[O:15].[CH3:21][c:22]1[cH:23][cH:24][cH:25][cH:26][cH:27]1.[OH:1][CH:2]([C:3](=[O:4])[c:5]1[cH:6][cH:7][cH:8][cH:9][cH:10]1)[CH3:11]>>[CH:2]1([CH3:11])[C:3](=[O:4])[c:5]2[cH:6][cH:7][cH:8][cH:9][c:10]2[O:15][C:13]1([CH3:12])[CH3:14]. Reactants: C1CCNC1, CC(C)=O, Cc1ccccc1, CC(O)C(=O)c1ccccc1. Product: CC1C(=O)c2ccccc2OC1(C)C. RXN SMILES: [Br:26][c:27]1[cH:28][c:29]([C:30](=[O:31])[N:32]([CH3:33])[CH3:34])[cH:35][c:36]([I:38])[cH:37]1.[C:1](=[O:2])([OH:3])[CH2:4][CH2:5][c:6]1[c:7]([O:8][CH2:9][CH2:10][CH2:11][C:12](=[O:13])[OH:14])[cH:15][cH:16][cH:17][c:18]1[CH2:19][CH2:20][CH2:21][CH2:22][CH2:23][C:24]#[CH:25].[CH2:46]1[O:47][CH2:48][CH2:49][CH2:50]1.[Cu:51][I:52].[F:39][C:40]([F:41])([F:42])[C:43]([OH:44])=[O:45].[Pd:53]([Cl:54])[Cl:55].[c:56]1([P:57]([c:58]2[cH:59][cH:60][cH:61][cH:62][cH:63]2)[c:64]2[cH:65][cH:66][cH:67][cH:68][cH:69]2)[cH:70][cH:71][cH:72][cH:73][cH:74]1.[c:75]1([P:76]([c:77]2[cH:78][cH:79][cH:80][cH:81][cH:82]2)[c:83]2[cH:84][cH:85][cH:86][cH:87][cH:88]2)[cH:89][cH:90][cH:91][cH:92][cH:93]1>>[C:1](=[O:2])([OH:3])[CH2:4][CH2:5][c:6]1[c:7]([O:8][CH2:9][CH2:10][CH2:11][C:12](=[O:13])[OH:14])[cH:15][cH:16][cH:17][c:18]1[CH2:19][CH2:20][CH2:21][CH2:22][CH2:23][C:24]#[C:25][c:36]1[cH:35][c:29]([C:30](=[O:31])[N:32]([CH3:33])[CH3:34])[cH:28][c:27]([Br:26])[cH:37]1. Product: CN(C)C(=O)c1cc(Br)cc(C#CCCCCCc2cccc(OCCCC(=O)O)c2CCC(=O)O)c1. Reactants: CN(C)C(=O)c1cc(Br)cc(I)c1, C#CCCCCCc1cccc(OCCCC(=O)O)c1CCC(=O)O, C1CCOC1, [Cu]I, O=C(O)C(F)(F)F, Cl[Pd]Cl, c1ccc(P(c2ccccc2)c2ccccc2)cc1, c1ccc(P(c2ccccc2)c2ccccc2)cc1. Starting materials: C(C)(C)(C)OC(=O)N1CCC(CC1)COCCCO (1-t-butoxycarbonyl-4-(3-hydroxypropyloxymethyl)piperidine), C1(C=2C(C(N1)=O)=CC=CC2)=O (phthalimide), C1(=CC=CC=C1)P(C1=CC=CC=C1)C1=CC=CC=C1 (triphenylphosphine), CCOC(=O)/N=N/C(=O)OCC (diethylazodicarboxylate). Run in C1CCOC1 (THF), CCOCC (ether). Run at time 36 hour. The product is C(C)(C)(C)OC(=O)N1CCC(CC1)COCCCN1C(C=2C(C1=O)=CC=CC2)=O (1-t-butoxycarbonyl-4-(3-phthalimidopropyloxymethyl)piperidine). As a reaction SMILES: [C:1]([O:5][C:6]([N:8]1[CH2:13][CH2:12][CH:11]([CH2:14][O:15][CH2:16][CH2:17][CH2:18]O)[CH2:10][CH2:9]1)=[O:7])([CH3:4])([CH3:3])[CH3:2].[C:20]1(=[O:30])[NH:24][C:23](=[O:25])[C:22]2=[CH:26][CH:27]=[CH:28][CH:29]=[C:21]12.C1(P(C2C=CC=CC=2)C2C=CC=CC=2)C=CC=CC=1.CCOC(/N=N/C(OCC)=O)=O>C1COCC1.CCOCC>[C:1]([O:5][C:6]([N:8]1[CH2:9][CH2:10][CH:11]([CH2:14][O:15][CH2:16][CH2:17][CH2:18][N:24]2[C:23](=[O:25])[C:22]3=[CH:26][CH:27]=[CH:28][CH:29]=[C:21]3[C:20]2=[O:30])[CH2:12][CH2:13]1)=[O:7])([CH3:2])([CH3:3])[CH3:4]. Procedure: To a solution of 0.344 g (1.26 mmol) of 1-t-butoxycarbonyl-4-(3-hydroxypropyloxymethyl)piperidine (Example 17, Step 3), 0.926 g (6.3 mmol) of phthalimide, and 0.661 g (2.52 mmol) of triphenylphosphine in 10 mL of THF at 0° C. was added dropwise 0.4 mL of diethylazodicarboxylate (DEAD). The reaction mixture was allowed to warm to rt and was stirred for 36 h. To the reaction mixture was added 20 mL of ether and it was filtered through a thin pad of celite. The filtrate was washed with sat'd NaHCO3...